From a dataset of the Open Reaction Database (ORD), a public repository of structured organic reaction records. describe an organic reaction: reactants, conditions, products, and yield Starting materials: [Mn](=O)(=O)(=O)[O-].[K+] (Potassium permanganate), C(#N)C1=CC=C(COC=2C=CC(=C(C=O)C2)[N+](=O)[O-])C=C1 (5-(4-cyanobenzyloxy)-2-nitrobenzaldehyde). The reagents and catalysts are [Br-].C(CCC)[N+](CCCC)(CCCC)CCCC (tetrabutylammonium bromide). Run in N1=CC=CC=C1 (pyridine). Conditions: time 1 hour. Product: C(#N)C1=CC=C(COC=2C=CC(=C(C(=O)O)C2)[N+](=O)[O-])C=C1 (5-(4-cyanobenzyloxy)-2-nitrobenzoic acid). Isolated yield 125.2%. Reaction SMILES: [Mn]([O-])(=O)(=O)=[O:2].[K+].[C:7]([C:9]1[CH:27]=[CH:26][C:12]([CH2:13][O:14][C:15]2[CH:16]=[CH:17][C:18]([N+:23]([O-:25])=[O:24])=[C:19]([CH:22]=2)[CH:20]=[O:21])=[CH:11][CH:10]=1)#[N:8]>[Br-].C([N+](CCCC)(CCCC)CCCC)CCC.N1C=CC=CC=1>[C:7]([C:9]1[CH:10]=[CH:11][C:12]([CH2:13][O:14][C:15]2[CH:16]=[CH:17][C:18]([N+:23]([O-:25])=[O:24])=[C:19]([CH:22]=2)[C:20]([OH:2])=[O:21])=[CH:26][CH:27]=1)#[N:8] |f:0.1,3.4|. Procedure: Potassium permanganate (6.18 g, 39.1 mmol) was added in portions to a stirred solution of 13.8 g (48.9 mmol) of 5-(4-cyanobenzyloxy)-2-nitrobenzaldehyde and 1.58 g (4.89 mmol) of tetrabutylammonium bromide in 70 mL of pyridine. After 1 h, the solvent was removed in vacuo and the residue was partitioned between ethyl acetate and water. Sodium hydrogen sulfite was added to destroy excess permanganate and the aqueous phase was separated and extracted with ethyl acetate. The combined organics were w... Starting materials: O=C([O-])[O-], CN(C)C=O, Cc1sc(-c2ccccc2)nc1CCl, [K+], [K+], COc1cc(C=O)ccc1O, O. The product is COc1cc(C=O)ccc1OCc1nc(-c2ccccc2)sc1C. Reaction SMILES: [C:15](=[O:16])([O-:17])[O-:18].[CH3:32][N:33]([CH3:34])[CH:35]=[O:36].[Cl:1][CH2:2][c:3]1[n:4][c:5](-[c:9]2[cH:10][cH:11][cH:12][cH:13][cH:14]2)[s:6][c:7]1[CH3:8].[K+:19].[K+:20].[O:21]=[CH:22][c:23]1[cH:24][c:25]([O:26][CH3:27])[c:28]([OH:29])[cH:30][cH:31]1.[OH2:37]>>[CH2:2]([c:3]1[n:4][c:5](-[c:9]2[cH:10][cH:11][cH:12][cH:13][cH:14]2)[s:6][c:7]1[CH3:8])[O:29][c:28]1[c:25]([O:26][CH3:27])[cH:24][c:23]([CH:22]=[O:21])[cH:31][cH:30]1. Starting materials: ClC1=CC2=C(NC(=N2)C2=CC(=C(C=C2)OC)[N+](=O)[O-])C=C1Cl (5,6-Dichloro-2-(4-methoxy-3-nitro-phenyl)-1H-benzoimidazole). The reagents and catalysts are [Zn] (Zinc). The solvent is C(C)(=O)O (acetic acid). The product is ClC1=CC2=C(NC(=N2)C=2C=CC(=C(C2)N)OC)C=C1Cl (5-(5,6-Dichloro-1H-benzoimidazol-2-yl)-2-methoxy-phenylamine). Reaction SMILES: [Cl:1][C:2]1[C:21]([Cl:22])=[CH:20][C:5]2[NH:6][C:7]([C:9]3[CH:14]=[CH:13][C:12]([O:15][CH3:16])=[C:11]([N+:17]([O-])=O)[CH:10]=3)=[N:8][C:4]=2[CH:3]=1>[Zn].C(O)(=O)C>[Cl:22][C:21]1[C:2]([Cl:1])=[CH:3][C:4]2[NH:8][C:7]([C:9]3[CH:14]=[CH:13][C:12]([O:15][CH3:16])=[C:11]([NH2:17])[CH:10]=3)=[N:6][C:5]=2[CH:20]=1. Procedure: The product from Step A (3.09 g, 9.14 mmol) was added to glacial acetic acid (250 mL). Zinc (21.68 g, 331.7 mmol) was gradually added with stirring. After stirring 1.5 hours, zinc was filtered from the mixture and the solution was concentrated to a dark oil. Methylene chloride (100 mL) was added to the oil and the desired product crystallized out overnight (0.3154 g), mp>300° C. Starting materials: ClS(=O)(=O)C=1C(=C(C=C(C(=O)O)C1)SCC)OC1=CC=CC=C1 (5-Chlorosulfonyl-3-ethylthio-4-phenoxybenzoic acid), N (ammonia), N (ammonia). The product is C(C)SC=1C=C(C(=O)O)C=C(C1OC1=CC=CC=C1)S(N)(=O)=O (3-Ethylthio-4-phenoxy-5-sulfamylbenzoic acid). As a reaction SMILES: Cl[S:2]([C:5]1[C:6]([O:17][C:18]2[CH:23]=[CH:22][CH:21]=[CH:20][CH:19]=2)=[C:7]([S:14][CH2:15][CH3:16])[CH:8]=[C:9]([CH:13]=1)[C:10]([OH:12])=[O:11])(=[O:4])=[O:3].[NH3:24]>>[CH2:15]([S:14][C:7]1[CH:8]=[C:9]([CH:13]=[C:5]([S:2](=[O:4])(=[O:3])[NH2:24])[C:6]=1[O:17][C:18]1[CH:23]=[CH:22][CH:21]=[CH:20][CH:19]=1)[C:10]([OH:12])=[O:11])[CH3:16]. Procedure details: 5-Chlorosulfonyl-3-ethylthio-4-phenoxybenzoic acid (1 g) is added to concentrated aqueous ammonia (20 ml) at 5°-10°C. After 30 minutes the reaction mixture is heated on a steam-bath for 1 hour while most of the excess of ammonia was allowed to distill off. After cooling, the precipitated ammonium salt of 3-ethylthio-4-phenoxy-5-sulfamylbenzoic acid is collected by filtration. The salt is dissolved in hot water (75 ml) and the solution acidified by addition of hydrochloric acid. After cooling, th... Reactants: CCN=C=NCCCN(C)C, COC(=O)C(N)Cc1ccccc1, CN1CCOCC1, Cl, Cl, CN(C)C=O, O, O=C(O)c1cc2cccc(O)c2cc1O, On1nnc2ccccc21. Yields the product COC(=O)C(Cc1ccccc1)NC(=O)c1cc2cccc(O)c2cc1O. Reaction SMILES: [CH2:31]([N:32]=[C:33]=[N:34][CH2:35][CH2:36][CH2:37][N:38]([CH3:39])[CH3:40])[CH3:41].[CH3:17][O:18][C:19]([CH:20]([NH2:21])[CH2:22][c:23]1[cH:24][cH:25][cH:26][cH:27][cH:28]1)=[O:29].[CH3:52][N:53]1[CH2:54][CH2:55][O:56][CH2:57][CH2:58]1.[ClH:16].[ClH:30].[O:59]=[CH:60][N:61]([CH3:62])[CH3:63].[OH2:64].[OH:1][c:2]1[c:3]([C:13](=[O:14])[OH:15])[cH:4][c:5]2[cH:6][cH:7][cH:8][c:9]([OH:12])[c:10]2[cH:11]1.[OH:42][n:43]1[c:44]2[c:45]([cH:46][cH:47][cH:48][cH:49]2)[n:50][n:51]1>>[OH:1][c:2]1[c:3]([C:13](=[O:15])[NH:21][CH:20]([C:19]([O:18][CH3:17])=[O:29])[CH2:22][c:23]2[cH:24][cH:25][cH:26][cH:27][cH:28]2)[cH:4][c:5]2[cH:6][cH:7][cH:8][c:9]([OH:12])[c:10]2[cH:11]1. The reactants are C(CCC)C=1N(C(=C(N1)Cl)CC#N)CC1=CC=C(C=C1)[N+](=O)[O-] (2-Butyl-4-chloro-5-(cyanomethyl)-1-(4-nitrobenzyl)imidazole), Cl (HCl), C(C)(=O)O (acetic acid). The product is C(CCC)C=1N(C(=C(N1)Cl)CC(=O)O)CC1=CC=C(C=C1)[N+](=O)[O-] (2-Butyl-4-chloro-1-(4-nitrobenzyl)imidazole-5-acetic acid). RXN SMILES: [CH2:1]([C:5]1[N:6]([CH2:14][C:15]2[CH:20]=[CH:19][C:18]([N+:21]([O-:23])=[O:22])=[CH:17][CH:16]=2)[C:7](CC#N)=[C:8]([Cl:10])[N:9]=1)[CH2:2][CH2:3][CH3:4].Cl.[C:25]([OH:28])(=[O:27])[CH3:26]>>[CH2:1]([C:5]1[N:6]([CH2:14][C:15]2[CH:20]=[CH:19][C:18]([N+:21]([O-:23])=[O:22])=[CH:17][CH:16]=2)[C:7]([CH2:26][C:25]([OH:28])=[O:27])=[C:8]([Cl:10])[N:9]=1)[CH2:2][CH2:3][CH3:4]. Procedure: 2-Butyl-4-chloro-5-(cyanomethyl)-1-(4-nitrobenzyl)imidazole (7.08 g) and a 1:1 mixture of 12N HCl and glacial acetic acid (175 mL) were mixed and refluxed for 6 hours. The solvents were removed by rotary evaporation and water (300 mL) was then added to the residue. After a few minutes, the product precipitated and was collected and dried to give 7.35 g of a solid; m.p. 207.0°-210.0°. NMR (200 MHz, DMSO-d6 /CDCl3) δ8.20 (d, 2H, J=10 Hz); 7.22 (d, 2H, J=10 Hz); 5.28 (s, 2H); 3.42 (s, 2H); 2.52 (t,... Starting materials: CC1=C(C=C(C=C1)O)[N+](=O)[O-] (4-Methyl-3-nitrophenol), ICC (iodoethane), C([O-])([O-])=O.[K+].[K+] (potassium carbonate), CN(C)C=O (DMF). Solvent: O (Water). Conditions: temperature 60 celsius, time 8 hour. The product is C(C)OC1=CC(=C(C=C1)C)[N+](=O)[O-] (4-ethoxy-1-methyl-2-nitrobenzene). Reaction SMILES: [CH3:1][C:2]1[CH:7]=[CH:6][C:5]([OH:8])=[CH:4][C:3]=1[N+:9]([O-:11])=[O:10].I[CH2:13][CH3:14].C(=O)([O-])[O-].[K+].[K+].CN(C=O)C>O>[CH2:13]([O:8][C:5]1[CH:6]=[CH:7][C:2]([CH3:1])=[C:3]([N+:9]([O-:11])=[O:10])[CH:4]=1)[CH3:14] |f:2.3.4|. Procedure: 4-Methyl-3-nitrophenol (10.0 g) was mixed with iodoethane (10.5 mL), potassium carbonate (13.5 g) and DMF (130 mL), and the obtained mixture was stirred at 60° C. overnight. Water was added to the reaction mixture, and the mixture was extracted twice with diethyl ether. The combined organic layer was washed with saturated brine, and dried over anhydrous magnesium sulfate, and the solvent was evaporated under reduced pressure to give the title compound as a yellow oil (11.8 g). The reactants are NCC=C1CCc2ccc3c(c21)CCO3, CO, [H][H]. Yields the product NCCC1CCc2ccc3c(c21)CCO3. As a reaction SMILES: [CH2:1]1[c:2]2[c:3]([cH:6][cH:7][c:8]3[c:12]2[C:11](=[CH:13][CH2:14][NH2:15])[CH2:10][CH2:9]3)[O:4][CH2:5]1.[CH3:18][OH:19].[H:16][H:17]>>[CH2:1]1[c:2]2[c:3]([cH:6][cH:7][c:8]3[c:12]2[CH:11]([CH2:13][CH2:14][NH2:15])[CH2:10][CH2:9]3)[O:4][CH2:5]1. Starting materials: NC1=NN(C=C1)CCCO (3-(3-amino-pyrazol-1-yl)-propan-1-ol), N1=C(C=CC=C1C)C (2,6-lutidine), ClC=1C=C(C=CC1S(=O)(=O)C)[C@H](C(=O)Cl)C[C@@H]1CC(CC1)=O ((R)-2-(3-chloro-4-methanesulfonyl-phenyl)-3-((R)-3-oxo-cyclopentyl)-propionyl chloride). Run in C(Cl)Cl (methylene chloride), C(Cl)Cl (methylene chloride), C(Cl)Cl (methylene chloride). Conditions: temperature 25 celsius, time 16 hour. The product is ClC=1C=C(C=CC1S(=O)(=O)C)[C@H](C(=O)NC1=NN(C=C1)CCCO)C[C@@H]1CC(CC1)=O ((R)-2-(3-chloro-4-methanesulfonyl-phenyl)-N-[1-(3-hydroxy-propyl)-1H-pyrazol-3-yl]-3-((R)-3-oxo-cyclopentyl)-propionamide). Isolated yield 88.0%. As a reaction SMILES: [NH2:1][C:2]1[CH:6]=[CH:5][N:4]([CH2:7][CH2:8][CH2:9][OH:10])[N:3]=1.N1C(C)=CC=CC=1C.[Cl:19][C:20]1[CH:21]=[C:22]([C@@H:30]([CH2:34][C@H:35]2[CH2:39][CH2:38][C:37](=[O:40])[CH2:36]2)[C:31](Cl)=[O:32])[CH:23]=[CH:24][C:25]=1[S:26]([CH3:29])(=[O:28])=[O:27]>C(Cl)Cl>[Cl:19][C:20]1[CH:21]=[C:22]([C@@H:30]([CH2:34][C@H:35]2[CH2:39][CH2:38][C:37](=[O:40])[CH2:36]2)[C:31]([NH:1][C:2]2[CH:6]=[CH:5][N:4]([CH2:7][CH2:8][CH2:9][OH:10])[N:3]=2)=[O:32])[CH:23]=[CH:24][C:25]=1[S:26]([CH3:29])(=[O:28])=[O:27]. Procedure: In a round bottom flask was placed 3-(3-amino-pyrazol-1-yl)-propan-1-ol (prepared in Example 23, 32 mg, 0.22 mmol), 2,6-lutidine (35 μL, 0.30 mmol) and methylene chloride (5 mL) which was then cooled to 0° C. in an ice bath. To this solution was then added dropwise a solution of (R)-2-(3-chloro-4-methanesulfonyl-phenyl)-3-((R)-3-oxo-cyclopentyl)-propionyl chloride in methylene chloride (prepared as in Example 96, ˜0.10 M solution, 2 mL, 0.20 mmol). The reaction was then allowed to warm up to 25°...